This data is from the Open Reaction Database (ORD), a public repository of structured organic reaction records. The task is: describe an organic reaction: reactants, conditions, products, and yield Reactants: 25g, BrC1=C(C=CC=C1)O (o-bromophenol), [OH-].[Na+] (sodium hydroxide), C(C)O (ethanol), C(C1=CC=CC=C1)Br (benzyl bromide). Solvent: C(C)OCC (diethyl ether). Yields the product C(C1=CC=CC=C1)OC1=C(C=CC=C1)Br (o-benzyloxyphenylbromide). As a reaction SMILES: [Br:1][C:2]1[CH:7]=[CH:6][CH:5]=[CH:4][C:3]=1[OH:8].[OH-].[Na+].C(O)C.[CH2:14](Br)[C:15]1[CH:20]=[CH:19][CH:18]=[CH:17][CH:16]=1>C(OCC)C>[CH2:14]([O:8][C:3]1[CH:4]=[CH:5][CH:6]=[CH:7][C:2]=1[Br:1])[C:15]1[CH:20]=[CH:19][CH:18]=[CH:17][CH:16]=1 |f:1.2|. Reported procedure: Into a three-necked flask of one liter, 25g (0.145 mol) of o-bromophenol, 8.7 g (0.217 mol) of sodium hydroxide and 300 ml of ethanol were charged and refluxed for two hours. Then, 49.4 g (0,289 mol) of benzyl bromide was added dropwise and the mixture was refluxed further for four hours. After the mixture was cooled to room temperature, 600 ml of diethyl ether was added. The mixture was charged into a separatory funnel. Separated organic layer was washed successively with, 100 ml of 2N-hydrochl... As a reaction SMILES: [C:32](=[O:33])([O:34][C:35]([CH3:36])([CH3:37])[CH3:38])[NH:39][C:40]1([C:43](=[O:44])[OH:45])[CH2:41][CH2:42]1.[O:46]=[CH:47][N:48]([CH3:49])[CH3:50].[OH:1][CH:2]([CH3:3])[C:4]([N:5]1[CH2:6][CH:7]([c:9]2[cH:10][c:11]3[c:12]([cH:29][cH:30]2)-[c:13]2[n:14][c:15](-[c:21]4[n:22]([CH:26]([CH3:27])[CH3:28])[n:23][cH:24][n:25]4)[s:16][c:17]2[CH2:18][CH2:19][O:20]3)[CH2:8]1)=[O:31]>>[N:5]1([C:43]([C:40]2([NH:39][C:32](=[O:33])[O:34][C:35]([CH3:36])([CH3:37])[CH3:38])[CH2:41][CH2:42]2)=[O:45])[CH2:6][CH:7]([c:9]2[cH:10][c:11]3[c:12]([cH:29][cH:30]2)-[c:13]2[n:14][c:15](-[c:21]4[n:22]([CH:26]([CH3:27])[CH3:28])[n:23][cH:24][n:25]4)[s:16][c:17]2[CH2:18][CH2:19][O:20]3)[CH2:8]1. Starting materials: CC(C)(C)OC(=O)NC1(C(=O)O)CC1, CN(C)C=O, CC(O)C(=O)N1CC(c2ccc3c(c2)OCCc2sc(-c4ncnn4C(C)C)nc2-3)C1. Yields the product CC(C)n1ncnc1-c1nc2c(s1)CCOc1cc(C3CN(C(=O)C4(NC(=O)OC(C)(C)C)CC4)C3)ccc1-2. Reactants: C(C)(C)(C)OC(=O)N1CCN(CC1)CC=1NC(C2=C(N1)SC(=C2C)C(=O)OCC)=O (ethyl 2-(4-tert-butoxycarbonylpiperazin-1-ylmethyl)-5-methyl-4-oxo-3,4-dihydrothieno[2,3-d]pyrimidine-6-carboxylate), Cl (hydrochloric acid). Run in [OH-].[Na+] (sodium hydroxide). Conditions: temperature 100 celsius, time 2 hour. The product is C(C)(C)(C)OC(=O)N1CCN(CC1)CC=1NC(C2=C(N1)SC(=C2C)C(=O)O)=O (2-(4-tert-butoxycarbonylpiperazin-1-ylmethyl)-5-methyl-4-oxo-3,4-dihydrothieno-[2,3-d]pyrimidine-6-carboxylic acid). As a reaction SMILES: [C:1]([O:5][C:6]([N:8]1[CH2:13][CH2:12][N:11]([CH2:14][C:15]2[NH:16][C:17](=[O:30])[C:18]3[C:23]([CH3:24])=[C:22]([C:25]([O:27]CC)=[O:26])[S:21][C:19]=3[N:20]=2)[CH2:10][CH2:9]1)=[O:7])([CH3:4])([CH3:3])[CH3:2].Cl>[OH-].[Na+]>[C:1]([O:5][C:6]([N:8]1[CH2:9][CH2:10][N:11]([CH2:14][C:15]2[NH:16][C:17](=[O:30])[C:18]3[C:23]([CH3:24])=[C:22]([C:25]([OH:27])=[O:26])[S:21][C:19]=3[N:20]=2)[CH2:12][CH2:13]1)=[O:7])([CH3:4])([CH3:2])[CH3:3] |f:2.3|. Reported procedure: 436 Milligrams of ethyl 2-(4-tert-butoxycarbonylpiperazin-1-ylmethyl)-5-methyl-4-oxo-3,4-dihydrothieno[2,3-d]pyrimidine-6-carboxylate as synthesized in Production Example 21 was suspended in 4 mL of 0.5N sodium hydroxide and stirred at 100° C. for 2 hours. After cooling off, the reaction liquid was neutralized with 1N hydrochloric acid, and the precipitate was recovered by filtration. Drying the same, 377 mg (92%) of the title compound was obtained. The reactants are COC=1C=C(C=C(C1C)OC)[C@H]([C@@H](CCCC1=CC=CC=C1)O)OCOC ((±)-(1R*,2R*)-1-(3,5-dimethoxy-4-methylphenyl)-1-(methoxymethoxy)-5-phenylpentan-2-ol), COC(C1=C(C=C(C=C1)C)OC1=CC=C(C=C1)O)=O (methyl2-(4-hydroxyphenoxy)-4-methylbenzoate), C1(=CC=CC=C1)P(C1=CC=CC=C1)C1=CC=CC=C1 (triphenylphosphine), N(=NC(=O)OCC)C(=O)OCC (diethyl azodicarboxylate). Solvent: O1CCCC1 (tetrahydrofuran). Procedure: To a tetrahydrofuran (4 ml) solution of (±)-(1R*,2R*)-1-(3,5-dimethoxy-4-methylphenyl)-1-(methoxymethoxy)-5-phenylpentan-2-ol (142 mg) and methyl2-(4-hydroxyphenoxy)-4-methylbenzoate (249 mg), triphenylphosphine (262 mg) and diethyl azodicarboxylate (0.47 ml) were added, followed by stirring at room temperature overnight. The reaction mixture was concentrated, and the residue was purified with silica gel column chromatography (hexane:ethyl acetate=9:1) to obtain the title compound (128 mg) havin... RXN SMILES: [CH3:1][O:2][C:3]1[CH:4]=[C:5]([C@@H:12]([O:24][CH2:25][O:26][CH3:27])[C@H:13]([OH:23])[CH2:14][CH2:15][CH2:16][C:17]2[CH:22]=[CH:21][CH:20]=[CH:19][CH:18]=2)[CH:6]=[C:7]([O:10][CH3:11])[C:8]=1[CH3:9].[CH3:28][O:29][C:30](=[O:46])[C:31]1[CH:36]=[CH:35][C:34]([CH3:37])=[CH:33][C:32]=1[O:38][C:39]1[CH:44]=[CH:43][C:42](O)=[CH:41][CH:40]=1.C1(P(C2C=CC=CC=2)C2C=CC=CC=2)C=CC=CC=1.N(C(OCC)=O)=NC(OCC)=O>O1CCCC1>[CH3:28][O:29][C:30](=[O:46])[C:31]1[CH:36]=[CH:35][C:34]([CH3:37])=[CH:33][C:32]=1[O:38][C:39]1[CH:40]=[CH:41][C:42]([O:23][C@H:13]([C@@H:12]([C:5]2[CH:6]=[C:7]([O:10][CH3:11])[C:8]([CH3:9])=[C:3]([O:2][CH3:1])[CH:4]=2)[O:24][CH2:25][O:26][CH3:27])[CH2:14][CH2:15][CH2:16][C:17]2[CH:22]=[CH:21][CH:20]=[CH:19][CH:18]=2)=[CH:43][CH:44]=1. Isolated yield 54.9%. Run at time 8 hour. Product: COC(C1=C(C=C(C=C1)C)OC1=CC=C(C=C1)O[C@@H](CCCC1=CC=CC=C1)[C@H](OCOC)C1=CC(=C(C(=C1)OC)C)OC)=O ((±)-methyl2-[4-({(1S*)-1-[(R*)-(3,5-dimethoxy-4-methylphenyl)(methoxymethoxy)methyl]-4-phenylbutyl}oxy)phenoxy]-4-methylbenzoate). Reactants: CC(=O)O, CC(=O)OC(C)=O, CN1CCc2cc([N+](=O)[O-])sc2C(c2ccccc2)C1, Cl. Product: CC(=O)Nc1cc2c(s1)C(c1ccccc1)CN(C)CC2. Reaction SMILES: [CH3:22][C:23]([OH:24])=[O:25].[CH3:26][C:27]([O:28][C:29](=[O:30])[CH3:31])=[O:32].[CH3:2][N:3]1[CH2:4][CH:5]([c:16]2[cH:17][cH:18][cH:19][cH:20][cH:21]2)[c:6]2[c:7]([cH:10][c:11]([N+:13]([O-:14])=[O:15])[s:12]2)[CH2:8][CH2:9]1.[ClH:1]>>[CH3:2][N:3]1[CH2:4][CH:5]([c:16]2[cH:17][cH:18][cH:19][cH:20][cH:21]2)[c:6]2[c:7]([cH:10][c:11]([NH:13][C:23]([CH3:22])=[O:24])[s:12]2)[CH2:8][CH2:9]1. The reactants are CN1C(NC2=C1C=C(C=C2)Br)=O (1-methyl-6-bromo-1,3-dihydro-benzoimidazol-2-one), ClC=1C=C(C=CC1)B(O)O (3-chloro-phenyl boronic acid). The product is ClC=1C=C(C=CC1)C=1C=CC2=C(N(C(N2)=O)C)C1 (6-(3-chloro-phenyl)-1-methyl-1,3-dihydro-benzoimidazol-2-one). Reaction SMILES: [CH3:1][N:2]1[C:6]2[CH:7]=[C:8](Br)[CH:9]=[CH:10][C:5]=2[NH:4][C:3]1=[O:12].[Cl:13][C:14]1[CH:15]=[C:16](B(O)O)[CH:17]=[CH:18][CH:19]=1>>[Cl:13][C:14]1[CH:19]=[C:18]([C:8]2[CH:9]=[CH:10][C:5]3[NH:4][C:3](=[O:12])[N:2]([CH3:1])[C:6]=3[CH:7]=2)[CH:17]=[CH:16][CH:15]=1. Procedure: Prepared from 1-methyl-6-bromo-1,3-dihydro-benzoimidazol-2-one and 3-chloro-phenyl boronic acid in the same fashion as that of Example 5. mp 219-220° C.; 1H-NMR (DMSO-d6) δ11.0 (s, 1H), 7.75 (bs, 1H), 7.65 (dd, 1H, J=7.5, 1.76 Hz), 7.49-7.44 (m, 2H), 7.39-7.32 (m, 2H), 7.06 (d, 1H, J=7.94 Hz), 3.35 (s, 3H); MS (ES) m/z 259([M+H]+, 100%); Anal. Calc. For C14H11ClN2O: C, 65; H, 4.29; N, 10.83. Found: C, 64.44; H, 4.36; N, 10.6. Reactants: COCc1oc(C)cc(=O)c1OCc1ccccc1, COCc1c(OCc2ccccc2)c(=O)cc(C)n1C, CCN, Cl. Yields the product CCn1c(C)cc(=O)c(OCc2ccccc2)c1COC, Cl. Reaction SMILES: [CH3:22][O:23][CH2:24][c:25]1[o:26][c:27]([CH3:28])[cH:29][c:30](=[O:31])[c:32]1[O:33][CH2:34][c:35]1[cH:36][cH:37][cH:38][cH:39][cH:40]1.[CH3:2][n:3]1[c:4]([CH2:19][O:20][CH3:21])[c:5]([O:11][CH2:12][c:13]2[cH:14][cH:15][cH:16][cH:17][cH:18]2)[c:6](=[O:10])[cH:7][c:8]1[CH3:9].[CH3:41][CH2:42][NH2:43].[ClH:1]>>[CH2:2]([n:3]1[c:4]([CH2:19][O:20][CH3:21])[c:5]([O:11][CH2:12][c:13]2[cH:14][cH:15][cH:16][cH:17][cH:18]2)[c:6](=[O:10])[cH:7][c:8]1[CH3:9])[CH3:22].[ClH:1].